Dataset: the Open Reaction Database (ORD), a public repository of structured organic reaction records. Task: describe an organic reaction: reactants, conditions, products, and yield Starting materials: (2S)-3-(4-carboxymethoxy-phenyl)-2-methoxy-ropionic, FC1=CC=C(CN2CCNCC2)C=C1 (1-(4-fluoro-benzyl)-piperazine), C(C)O[C@H](C(=O)O)CC1=CC=C(C=C1)O[C@H](C)C(NCCC1=CC=C(C=C1)OC1=CC=CC=C1)=O ((2S,1R)-2-ethoxy-3-(4-{1-[2-(4-phenoxy-phenyl)-ethylcarbamoyl]-ethoxy}-phenyl)-propionic acid). Reaction SMILES: [F:1][C:2]1[CH:14]=[CH:13][C:5]([CH2:6][N:7]2[CH2:12][CH2:11][NH:10][CH2:9][CH2:8]2)=[CH:4][CH:3]=1.[CH2:15]([O:17][C@@H:18]([CH2:22][C:23]1[CH:28]=[CH:27][C:26]([O:29][C@@H:30]([C:32](=[O:49])NCCC2C=CC(OC3C=CC=CC=3)=CC=2)C)=[CH:25][CH:24]=1)[C:19]([OH:21])=[O:20])C>>[F:1][C:2]1[CH:14]=[CH:13][C:5]([CH2:6][N:7]2[CH2:12][CH2:11][N:10]([C:32](=[O:49])[CH2:30][O:29][C:26]3[CH:25]=[CH:24][C:23]([CH2:22][C@H:18]([O:17][CH3:15])[C:19]([OH:21])=[O:20])=[CH:28][CH:27]=3)[CH2:9][CH2:8]2)=[CH:4][CH:3]=1. Reported procedure: The title compound was prepared from (2S)-3-(4-carboxymethoxy-phenyl)-2-methoxy-ropionic acid ethyl ester (PREPARATION 3, step 2) and 1-(4-fluoro-benzyl)-piperazine via the same procedure used for the preparation of (2S,1R)-2-ethoxy-3-(4-{1-[2-(4-phenoxy-phenyl)-ethylcarbamoyl]-ethoxy}-phenyl)-propionic acid (Example 1, step 3) to produce a colorless oil. MS (ES) for C23H27FN2O5 [M+H]+: 431. Product: FC1=CC=C(CN2CCN(CC2)C(COC2=CC=C(C=C2)C[C@@H](C(=O)O)OC)=O)C=C1 ((2S)-3-(4-{2-[4-(4-fluoro-benzyl)-piperazin-1-yl]-2-oxo-ethoxy}-phenyl)-2-methoxy-propionic acid). Starting materials: Cc1cccnc1-c1cccc(C(=O)OC(C)(C)C)c1, O=C([O-])[O-], CCOC(C)=O, NC(N)=O, [Na+], [Na+], [Na+], [Na+], O=C1OC(=O)c2ccccc21, O, OO, O=S([O-])[O-]. The product is Cc1ccc[n+]([O-])c1-c1cccc(C(=O)OC(C)(C)C)c1. RXN SMILES: [C:1]([CH3:2])([CH3:3])([CH3:4])[O:5][C:6]([c:7]1[cH:8][c:9](-[c:13]2[n:14][cH:15][cH:16][cH:17][c:18]2[CH3:19])[cH:10][cH:11][cH:12]1)=[O:20].[C:44](=[O:45])([O-:46])[O-:47].[CH3:50][CH2:51][O:52][C:53]([CH3:54])=[O:55].[NH2:23][C:24](=[O:25])[NH2:26].[Na+:42].[Na+:43].[Na+:48].[Na+:49].[O:27]=[C:28]1[c:29]2[c:30]([cH:31][cH:32][cH:33][cH:34]2)[C:35](=[O:36])[O:37]1.[OH2:56].[OH:21][OH:22].[S:38]([O-:39])([O-:40])=[O:41]>>[C:1]([CH3:2])([CH3:3])([CH3:4])[O:5][C:6]([c:7]1[cH:8][c:9](-[c:13]2[n+:14]([O-:25])[cH:15][cH:16][cH:17][c:18]2[CH3:19])[cH:10][cH:11][cH:12]1)=[O:20]. The reactants are CN=C=O, CO, CCOC(C)=O, ClCCl, Cl[Cu], CN(CCN1CCOCC1)c1noc2cc(O)ccc12. The product is CNC(=O)Oc1ccc2c(N(C)CCN3CCOCC3)noc2c1. Reaction SMILES: [CH3:21][N:22]=[C:23]=[O:24].[CH3:25][OH:26].[CH3:30][CH2:31][O:32][C:33]([CH3:34])=[O:35].[Cl:27][CH2:28][Cl:29].[Cu:36][Cl:37].[O:1]1[CH2:2][CH2:3][N:4]([CH2:7][CH2:8][N:9]([c:10]2[n:11][o:12][c:13]3[c:14]2[cH:15][cH:16][c:17]([OH:19])[cH:18]3)[CH3:20])[CH2:5][CH2:6]1>>[O:1]1[CH2:2][CH2:3][N:4]([CH2:7][CH2:8][N:9]([c:10]2[n:11][o:12][c:13]3[c:14]2[cH:15][cH:16][c:17]([O:19][C:23]([NH:22][CH3:21])=[O:24])[cH:18]3)[CH3:20])[CH2:5][CH2:6]1. Starting materials: Cc1c(F)ccc(Br)c1F, CC(=O)[O-], CC(=O)[O-], COC(=O)c1nc([Sn](C)(C)C)cc(NC(C)=O)c1Cl, CC#N, [Cs+], [F-], [Pd+2], c1ccc(P(CCCCP(c2ccccc2)c2ccccc2)c2ccccc2)cc1. The product is COC(=O)c1nc(-c2ccc(F)c(C)c2F)cc(NC(C)=O)c1Cl. RXN SMILES: [Br:1][c:2]1[c:3]([F:10])[c:4]([CH3:9])[c:5]([F:8])[cH:6][cH:7]1.[C:65]([O-:66])(=[O:67])[CH3:68].[C:70]([O-:71])(=[O:72])[CH3:73].[CH3:11][O:12][C:13](=[O:14])[c:15]1[n:16][c:17]([Sn:26]([CH3:27])([CH3:28])[CH3:29])[cH:18][c:19]([NH:22][C:23]([CH3:24])=[O:25])[c:20]1[Cl:21].[CH3:62][C:63]#[N:64].[Cs+:61].[F-:60].[Pd+2:69].[c:30]1([P:31]([c:32]2[cH:33][cH:34][cH:35][cH:36][cH:37]2)[CH2:38][CH2:39][CH2:40][CH2:41][P:42]([c:43]2[cH:44][cH:45][cH:46][cH:47][cH:48]2)[c:49]2[cH:50][cH:51][cH:52][cH:53][cH:54]2)[cH:55][cH:56][cH:57][cH:58][cH:59]1>>[c:2]1(-[c:17]2[n:16][c:15]([C:13]([O:12][CH3:11])=[O:14])[c:20]([Cl:21])[c:19]([NH:22][C:23]([CH3:24])=[O:25])[cH:18]2)[c:3]([F:10])[c:4]([CH3:9])[c:5]([F:8])[cH:6][cH:7]1. Procedure: Over a 21/2 hour period, 210 g. of the 1-(1-ethylpropyl)benzotriazole is added to a mixture of 100 ml. of 90% nitric acid and 400 ml. of 23% oleum with stirring. The mixed acid solution is cooled in an ice-salt bath and the addition rate is such that a temperature of between 5°-10° C. is maintained. The reaction mixture is maintained at 5°-10° C. for an additional 11/2 hours, and then at 25° C. for one more hour. The reaction mixture is then poured over 2500 g. of ice with stirring. After 15 min... The product is C(C)C(CC)N1N=NC2=C1C=CC=C2[N+](=O)[O-] (1-(Ethylpropyl)-4-nitro-1H-benzotriazole). Starting materials: C(C)C(CC)N1N=NC2=C1C=CC=C2 (1-(1-ethylpropyl)benzotriazole), brown solid, [N+](=O)(O)[O-] (nitric acid), OS(=O)(=O)O.O=S(=O)=O (oleum). Reaction SMILES: [CH2:1]([CH:3]([N:6]1[C:10]2[CH:11]=[CH:12][CH:13]=[CH:14][C:9]=2[N:8]=[N:7]1)[CH2:4][CH3:5])[CH3:2].[N+:15]([O-])([OH:17])=[O:16].OS(O)(=O)=O.O=S(=O)=O>>[CH2:1]([CH:3]([N:6]1[C:10]2[CH:11]=[CH:12][CH:13]=[C:14]([N+:15]([O-:17])=[O:16])[C:9]=2[N:8]=[N:7]1)[CH2:4][CH3:5])[CH3:2] |f:2.3|. The reactants are ClCCl, O=C(Cl)C(=O)Cl, CN1C=C(C(=O)O)C(c2ccc(F)cc2)NC1=O, CN(C)C=O. Yields the product [Cl-], CN1C=C(C(=O)O)C(c2ccc(F)cc2)NC1=O. RXN SMILES: [Cl:1][CH2:2][Cl:3].[Cl:22][C:23]([C:24]([Cl:25])=[O:26])=[O:27].[F:4][c:5]1[cH:6][cH:7][c:8]([CH:11]2[NH:12][C:13](=[O:21])[N:14]([CH3:20])[CH:15]=[C:16]2[C:17](=[O:18])[OH:19])[cH:9][cH:10]1.[O:28]=[CH:29][N:30]([CH3:31])[CH3:32]>>[Cl-:1].[F:4][c:5]1[cH:6][cH:7][c:8]([CH:11]2[NH:12][C:13](=[O:21])[N:14]([CH3:20])[CH:15]=[C:16]2[C:17](=[O:18])[OH:19])[cH:9][cH:10]1.